From a dataset of the Open Reaction Database (ORD), a public repository of structured organic reaction records. describe an organic reaction: reactants, conditions, products, and yield The reactants are [Cl-].[Li+] (lithium chloride), ClC1=C(C=C(C(=C1)Cl)Cl)Cl (1,2,4,5-tetrachlorobenzene), [BH4-].[Na+] (sodium tetrahydridoborate), 1-methyl-2pyrrolidine. Reagents/catalysts: [CH-]1[C-]=[C-][C-]=[C-]1.[CH-]1[C-]=[C-][C-]=[C-]1.Cl[Ti]Cl (bis(η5 -cyclopentadienyl)titanium dichloride). Run at temperature 96 celsius, time 4.25 hour. Product: ClC=1C(=C(C=CC1)Cl)Cl (trichlorobenzene). As a reaction SMILES: Cl[C:2]1[CH:7]=[C:6]([Cl:8])[C:5]([Cl:9])=[CH:4][C:3]=1Cl.[BH4-].[Na+].[Cl-:13].[Li+]>[CH-]1[C-]=[C-][C-]=[C-]1.[CH-]1[C-]=[C-][C-]=[C-]1.Cl[Ti]Cl>[Cl:8][C:6]1[C:5]([Cl:9])=[C:4]([Cl:13])[CH:3]=[CH:2][CH:7]=1 |f:1.2,3.4,5.6.7|. Reported procedure: A flask equipped with a magnetic stir bar and a water cooled condenser with an oil bubbler was charged with 1,2,4,5-tetrachlorobenzene (648 mg, 3.0 mmol), sodium tetrahydridoborate (1135 mg, 30.0 mmol), bis(η5 -cyclopentadienyl)titanium dichloride (75 mg, 0.3 mmol) and 1-methyl-2pyrrolidine (NMP; 30.0 ml). The reaction mixture was heated at 96° C. in an oil bath. After 4.25 hours, lithium chloride (1.09 g, 30.0 mmol) was added. Aliquots were withdrawn by syringe, quenched with water, and extract... Reactants: FC1=C(C(=CC=C1)F)N1C(NCC2=C1N=C(N=C2C=2C=C(C(=O)NCCC)C=CC2C)S(=O)C)=O (3-[8-(2,6-difluorophenyl)-2-(methylsulfinyl)-7-oxo-5,6,7,8-tetrahydropyrimido[4,5-d]pyrimidin-4-yl]-4-methyl-N-propylbenzamide), CN(CCCNC)C (N,N,N′-trimethyl-1,3-propanediamine), resultant solution. The solvent is C(Cl)Cl (DCM). The product is MeOH[7] NH4OH[3], FC1=C(C(=CC=C1)F)N1C(NCC2=C1N=C(N=C2C=2C=C(C(=O)NCCC)C=CC2C)N(C)CCCN(C)C)=O (3-{8-(2,6-difluorophenyl)-2-[[3-(dimethylamino)propyl](methyl)amino]-7-oxo-5,6,7,8-tetrahydropyrimido[4,5-d]pyrimidin-4-yl}-4-methyl-N-propylbenzamide). The yield is 72.5%. Reaction SMILES: [F:1][C:2]1[CH:7]=[CH:6][CH:5]=[C:4]([F:8])[C:3]=1[N:9]1[C:14]2[N:15]=[C:16](S(C)=O)[N:17]=[C:18]([C:19]3[CH:20]=[C:21]([CH:28]=[CH:29][C:30]=3[CH3:31])[C:22]([NH:24][CH2:25][CH2:26][CH3:27])=[O:23])[C:13]=2[CH2:12][NH:11][C:10]1=[O:35].[CH3:36][N:37]([CH3:43])[CH2:38][CH2:39][CH2:40][NH:41][CH3:42]>C(Cl)Cl>[F:1][C:2]1[CH:7]=[CH:6][CH:5]=[C:4]([F:8])[C:3]=1[N:9]1[C:14]2[N:15]=[C:16]([N:41]([CH2:40][CH2:39][CH2:38][N:37]([CH3:43])[CH3:36])[CH3:42])[N:17]=[C:18]([C:19]3[CH:20]=[C:21]([CH:28]=[CH:29][C:30]=3[CH3:31])[C:22]([NH:24][CH2:25][CH2:26][CH3:27])=[O:23])[C:13]=2[CH2:12][NH:11][C:10]1=[O:35]. Procedure: To a solution of compound 3-[8-(2,6-difluorophenyl)-2-(methylsulfinyl)-7-oxo-5,6,7,8-tetrahydropyrimido[4,5-d]pyrimidin-4-yl]-4-methyl-N-propylbenzamide (20 mg, 0.04 mmol) in DCM (5 mL) was added N,N,N′-trimethyl-1,3-propanediamine (0.029 mL, 0.20 mmol). The resultant solution was stirred at room temperature over night. The result mixture was concentrated. CombiFlash chromatography (mobile phase DCM/DCM [90]+MeOH[7]+NH4OH[3]) provided the title compound as a white solid (16 mg, 72%). LC-MS m/z 5... Reactants: O (H2O), O[Li].O (LiOH.H2O), O[Li].O (LiOH.H2O), COC(=O)C1(CCC1)C1=C(CCC2=NC(=NC=C2C(F)(F)F)NC2=CC=C(C=C2)C2CCN(CC2)C(=O)OC(C)(C)C)C=CC=C1 (tert-butyl 4-(4-((4-(2-(1-(methoxycarbonyl)cyclobutyl)phenethyl)-5-(trifluoromethyl)pyrimidin-2-yl)amino)phenyl)piperidine-1-carboxylate), C(Cl)Cl (DCM), O (water). The solvent is C1CCOC1 (THF). Product: C(C)(C)(C)OC(=O)N1CCC(CC1)C1=CC=C(C=C1)NC1=NC=C(C(=N1)CCC1=C(C=CC=C1)C1(CCC1)C(=O)O)C(F)(F)F (1-(2-(2-(2-((4-(1-(tert-Butoxycarbonyl)piperidin-4-yl)phenyl)amino)-5-(trifluoromethyl)pyrimidin-4-yl)ethyl)phenyl)cyclobutanecarboxylic acid), oil. The yield is 98.0%. Reaction SMILES: O[Li].O.C[O:5][C:6]([C:8]1([C:12]2[CH:49]=[CH:48][CH:47]=[CH:46][C:13]=2[CH2:14][CH2:15][C:16]2[C:21]([C:22]([F:25])([F:24])[F:23])=[CH:20][N:19]=[C:18]([NH:26][C:27]3[CH:32]=[CH:31][C:30]([CH:33]4[CH2:38][CH2:37][N:36]([C:39]([O:41][C:42]([CH3:45])([CH3:44])[CH3:43])=[O:40])[CH2:35][CH2:34]4)=[CH:29][CH:28]=3)[N:17]=2)[CH2:11][CH2:10][CH2:9]1)=[O:7].O.C(Cl)Cl>C1COCC1>[C:42]([O:41][C:39]([N:36]1[CH2:35][CH2:34][CH:33]([C:30]2[CH:29]=[CH:28][C:27]([NH:26][C:18]3[N:17]=[C:16]([CH2:15][CH2:14][C:13]4[CH:46]=[CH:47][CH:48]=[CH:49][C:12]=4[C:8]4([C:6]([OH:7])=[O:5])[CH2:11][CH2:10][CH2:9]4)[C:21]([C:22]([F:24])([F:23])[F:25])=[CH:20][N:19]=3)=[CH:32][CH:31]=2)[CH2:38][CH2:37]1)=[O:40])([CH3:45])([CH3:43])[CH3:44] |f:0.1|. Procedure details: LiOH.H2O (41 mg, 0.97 mmol) was added to a solution of tert-butyl 4-(4-((4-(2-(1-(methoxycarbonyl)cyclobutyl)phenethyl)-5-(trifluoromethyl)pyrimidin-2-yl)amino)phenyl)piperidine-1-carboxylate A55 (31 mg, 0.049 mmol) in THF (5 mL) and H2O (0.5 mL) and the mixture was stirred at 40° C. overnight. Additional LiOH.H2O (400 mg, 9.53 mmol) was added and the mixture was heated at reflux for 12 days. Upon cooling DCM (50 mL) and water (50 mL) were added and the aqueous layer was extracted with EtOAc (2×... The reactants are C1(=CC=CC=C1)C1=NC=CC=C1 (2-Phenylpyridine), CN(CCO)C (N,N-dimethylethanolamine), C(CCC)[Li] (n-butyllithium), C(Br)(Br)(Br)Br (carbon tetrabromide). Run in CCCCCCC (heptane), O (Water), CCCCCCC (heptane). Reaction conditions: temperature -78 celsius, time 30 minute. Product: BrC1=NC(=CC=C1)C1=CC=CC=C1 (2-Bromo-6-phenyl-pyridine). As a reaction SMILES: CN(C)CCO.C([Li])CCC.[C:12]1([C:18]2[CH:23]=[CH:22][CH:21]=[CH:20][N:19]=2)[CH:17]=[CH:16][CH:15]=[CH:14][CH:13]=1.C(Br)(Br)(Br)[Br:25]>CCCCCCC.O>[Br:25][C:20]1[CH:21]=[CH:22][CH:23]=[C:18]([C:12]2[CH:13]=[CH:14][CH:15]=[CH:16][CH:17]=2)[N:19]=1. Procedure details: To N,N-dimethylethanolamine (0.8 mL, 8.00 mmol) in heptane (10 mL) cooled externally to 0° C. was added dropwise a 2.5 M n-butyllithium solution (6.40 mL) and the reaction mixture stirred for 30 minutes. 2-Phenylpyridine (12) (412 mg, 2.66 mmol) in heptane (5 mL) was then added and the reaction mixture stirred for a further 1 hour. The reaction was then cooled and carbon tetrabromide (3.18 g, 9.60 mmol) was added whilst maintaining the temperature at −78° C. The reaction was kept at −78° C. for ...